From a dataset of the Open Reaction Database (ORD), a public repository of structured organic reaction records. describe an organic reaction: reactants, conditions, products, and yield The reactants are CS(=O)(=O)OCCOC1=NNC2=NC=NC(=C21)NC2=CC(=C(C=C2)OCC2=CC(=CC=C2)F)C (2-{[4-({4-[(3-fluorobenzyl)oxy]-3-methylphenyl}amino)-1H-pyrazolo[3,4-d]pyrimidin-3-yl]oxy}ethyl methanesulfonate), C1CNCCOC1 (homomorpholine). Product: FC=1C=C(COC2=C(C=C(C=C2)NC2=C3C(=NC=N2)NN=C3OCCN3CCOCCC3)C)C=CC1 (N-{4-[(3-fluorobenzyl)oxy]-3-methylphenyl}-3-[2-(1,4-oxazepan-4-yl)ethoxy]-1H-pyrazolo[3,4-d]pyrimidin-4-amine). Isolated yield 25.0%. As a reaction SMILES: CS(O[CH2:6][CH2:7][O:8][C:9]1[C:17]2[C:12](=[N:13][CH:14]=[N:15][C:16]=2[NH:18][C:19]2[CH:24]=[CH:23][C:22]([O:25][CH2:26][C:27]3[CH:32]=[CH:31][CH:30]=[C:29]([F:33])[CH:28]=3)=[C:21]([CH3:34])[CH:20]=2)[NH:11][N:10]=1)(=O)=O.[CH2:35]1[CH2:41][O:40][CH2:39][CH2:38][NH:37][CH2:36]1>>[F:33][C:29]1[CH:28]=[C:27]([CH:32]=[CH:31][CH:30]=1)[CH2:26][O:25][C:22]1[CH:23]=[CH:24][C:19]([NH:18][C:16]2[N:15]=[CH:14][N:13]=[C:12]3[NH:11][N:10]=[C:9]([O:8][CH2:7][CH2:6][N:37]4[CH2:36][CH2:35][CH2:41][O:40][CH2:39][CH2:38]4)[C:17]=23)=[CH:20][C:21]=1[CH3:34]. Procedure: The procedure described in Example 55 was repeated using 2-{[4-({4-[(3-fluorobenzyl)oxy]-3-methylphenyl}amino)-1H-pyrazolo[3,4-d]pyrimidin-3-yl]oxy}ethyl methanesulfonate (prepared as described in Example 21) and homomorpholine to give the title compound in 25% yield; NMR Spectrum: 1.74-1.79 (m, 2H), 2.23 (s, 3H), 2.76-2.79 (m, 4H), 2.98 (t, 2H), 3.57-3.59 (m, 2H), 3.62-3.64 (m, 2H), 4.40 (t, 2H), 5.16 (s, 2H), 7.00 (d, 1H), 7.16 (td, 1H), 7.28-7.33 (m, 2H), 7.44-7.47 (m, 3H), 8.17 (s, 1H), 8.24... Reactants: CO, CSc1nc(Cl)c(C#N)c(Cl)n1, Nc1c(F)cccc1F, CN(C)C=O, O. The product is CSc1nc(Cl)c(C#N)c(Nc2c(F)cccc2F)n1. RXN SMILES: [CH3:22][OH:23].[Cl:1][c:2]1[n:3][c:4]([S:11][CH3:12])[n:5][c:6]([Cl:10])[c:7]1[C:8]#[N:9].[F:13][c:14]1[c:15]([NH2:16])[c:17]([F:21])[cH:18][cH:19][cH:20]1.[O:25]=[CH:26][N:27]([CH3:28])[CH3:29].[OH2:24]>>[c:2]1([NH:16][c:15]2[c:14]([F:13])[cH:20][cH:19][cH:18][c:17]2[F:21])[n:3][c:4]([S:11][CH3:12])[n:5][c:6]([Cl:10])[c:7]1[C:8]#[N:9].